Task: describe an organic reaction: reactants, conditions, products, and yield. Dataset: the Open Reaction Database (ORD), a public repository of structured organic reaction records Starting materials: C(OCCl)(OCCOCCOCCOC)=O (Chloromethyl 2-(2-(2-methoxyethoxy)-ethoxy)-ethyl carbonate), [I-].[Na+] (sodium iodide). Run in CC(=O)C (acetone). Conditions: temperature 40 celsius, time 2.5 hour. Product: C(OCI)(OCCOCCOCCOC)=O (Iodomethyl 2-(2-(2-methoxyethoxy)-ethoxy)-ethyl carbonate). Reaction SMILES: [C:1](=[O:16])([O:5][CH2:6][CH2:7][O:8][CH2:9][CH2:10][O:11][CH2:12][CH2:13][O:14][CH3:15])[O:2][CH2:3]Cl.[I-:17].[Na+]>CC(C)=O>[C:1](=[O:16])([O:5][CH2:6][CH2:7][O:8][CH2:9][CH2:10][O:11][CH2:12][CH2:13][O:14][CH3:15])[O:2][CH2:3][I:17] |f:1.2|. Reported procedure: Chloromethyl 2-(2-(2-methoxyethoxy)-ethoxy)-ethyl carbonate (9 g) was added to a solution of sodium iodide (21.07 g) in acetone (45 ml). After stirring at 40° C. for 2.5 hours the reaction mixture was cooled in ice, filtered and evaporated in vacuo. The residue was taken up in dichloromethane, washed with aqueous sodium bicarbonate and sodium thiosulfate, dried over magnesium sulfate, filtered and evaporated in vacuo. Purification on silica gel with petroleum ether/ethyl acetate (1:1) as eluent ...